From a dataset of the Open Reaction Database (ORD), a public repository of structured organic reaction records. describe an organic reaction: reactants, conditions, products, and yield Reactants: OC1=C2C=CC=NC2=CC=C1 (5-hydroxyquinoline), [H-].[Na+] (sodium hydride), C(Cl)C1CO1 (epichlorohydrin). Run in CN(C)C=O (DMF). Run at temperature 50 celsius, time 30 minute. The product is O1C(COC2=C3C=CC=NC3=CC=C2)C1 (5-(2,3-epoxypropoxy)quinoline). Isolated yield 63.5%. Reaction SMILES: [OH:1][C:2]1[CH:11]=[CH:10][CH:9]=[C:8]2[C:3]=1[CH:4]=[CH:5][CH:6]=[N:7]2.[H-].[Na+].[CH2:14]([CH:16]1[O:18][CH2:17]1)Cl>CN(C=O)C>[O:18]1[CH2:17][CH:16]1[CH2:14][O:1][C:2]1[CH:11]=[CH:10][CH:9]=[C:8]2[C:3]=1[CH:4]=[CH:5][CH:6]=[N:7]2 |f:1.2|. Reported procedure: In 20 ml of dried DMF was dissolved 1 g of 5-hydroxyquinoline, and 0.28 g of sodium hydride (60% content) was then added thereto, followed by heating with stirring at 50° C. for 30 minutes. Afterward, 1.92 g of epichlorohydrin was further added to the reaction liquid and the latter was then heated with stirring at 90° C. for 3 hours, and the solvent was distilled off under reduced pressure. Water was then added to the residue, and the liquid was extracted with chloroform. The chloroform extract ... Reactants: BrC1=CC(=C(C=C1)C1=CC=C(C=C1)CCC)F (4-bromo-2-fluoro-4'-propylbiphenyl), [Mg] (magnesium), B(OC)(OC)OC (trimethyl borate), Cl (hydrochloric acid), bromo. Solvent: O1CCCC1 (tetrahydrofuran), O1CCCC1 (tetrahydrofuran). Conditions: temperature 75 celsius, time 16 hour. The product is C(CC)C1=CC=C(C=C1)C1=C(C=C(C=C1)B(O)O)F (4'propyl-2-fluoro-4-biphenylboronic acid). As a reaction SMILES: Br[C:2]1[CH:7]=[CH:6][C:5]([C:8]2[CH:13]=[CH:12][C:11]([CH2:14][CH2:15][CH3:16])=[CH:10][CH:9]=2)=[C:4]([F:17])[CH:3]=1.[Mg].[B:19](OC)([O:22]C)[O:20]C.Cl>O1CCCC1>[CH2:14]([C:11]1[CH:12]=[CH:13][C:8]([C:5]2[CH:6]=[CH:7][C:2]([B:19]([OH:22])[OH:20])=[CH:3][C:4]=2[F:17])=[CH:9][CH:10]=1)[CH2:15][CH3:16]. Procedure details: The product from step (ii) (10 g; 0.034 mol) in tetrahydrofuran (35 ml) was added dropwise to a suspension of magnesium turnings (0.88 g) in tetrahydrofuran (5 ml). The mixture was warmed to 75° C. when the Grignard reaction started. Further of the bromo compound was slowly added and the external heat source removed, a gentle reflux being maintained. After complete addition, the mixture was heated for 30 mins under reflux and then cooled to 15° C. A dry nitrogen atmosphere was introduced and tri... Reactants: CCOC(C)=O, CCn1cnc2c(Nc3cccc(Cl)c3)nc(Cl)nc21, NCCN. The product is CCn1cnc2c(Nc3cccc(Cl)c3)nc(NCCN)nc21. RXN SMILES: [CH3:25][CH2:26][O:27][C:28](=[O:29])[CH3:30].[Cl:1][c:2]1[n:3][c:4]([NH:13][c:14]2[cH:15][c:16]([Cl:20])[cH:17][cH:18][cH:19]2)[c:5]2[n:6][cH:7][n:8]([CH2:11][CH3:12])[c:9]2[n:10]1.[NH2:21][CH2:22][CH2:23][NH2:24]>>[c:2]1([NH:24][CH2:23][CH2:22][NH2:21])[n:3][c:4]([NH:13][c:14]2[cH:15][c:16]([Cl:20])[cH:17][cH:18][cH:19]2)[c:5]2[n:6][cH:7][n:8]([CH2:11][CH3:12])[c:9]2[n:10]1. Reactants: CC1(CC2=C(S1)C(=CC=C2)S(=O)(=O)N)C (2,3-Dihydro-2,2-dimethyl-7-benzo[b]thiophenesulfonamide), C(CCC)N=C=O (n-butylisocyanate), C1CN2CCN1CC2 (DABCO), C(=O)(Cl)Cl (phosgene). Run in xylenes. Yields the product CC1(CC2=C(S1)C(=CC=C2)S(=O)(=O)N=C=O)C (2,3-Dihydro-2,2-dimethyl-7-benzo[b]thiophenesulfonylisocyanate). RXN SMILES: [CH3:1][C:2]1([CH3:15])[S:6][C:5]2[C:7]([S:11]([NH2:14])(=[O:13])=[O:12])=[CH:8][CH:9]=[CH:10][C:4]=2[CH2:3]1.C(N=[C:21]=[O:22])CCC.C1N2CCN(CC2)C1.C(Cl)(Cl)=O>>[CH3:1][C:2]1([CH3:15])[S:6][C:5]2[C:7]([S:11]([N:14]=[C:21]=[O:22])(=[O:13])=[O:12])=[CH:8][CH:9]=[CH:10][C:4]=2[CH2:3]1. Reported procedure: To a refluxing solution of 8.6 g of 2,3-dihydro-2,2-dimethyl-7-benzo[b]thiophenesulfonamide (Example 14), 4.0 ml of n-butylisocyanate and 0.1 g of DABCO in 100 ml of xylenes was added 3.0 ml of phosgene at such a rate that the reaction temperature did not drop below 135° C. The mixture was refluxed for 1.5 hours, then the excess phosgene was purged with a stream of dry nitrogen. The mixture was cooled, filtered and concentrated in vacuo to yield the title compound as an oil. The crude yield was ... The reactants are FC(F)(F)c1ccc(C(F)(F)F)cc1, O=[N+]([O-])O, O=S(=O)(O)O. The product is O=[N+]([O-])c1cc(C(F)(F)F)ccc1C(F)(F)F. As a reaction SMILES: [F:1][C:2]([c:3]1[cH:4][cH:5][c:6]([C:9]([F:10])([F:11])[F:12])[cH:7][cH:8]1)([F:13])[F:14].[OH:15][N+:16]([O-:17])=[O:18].[S:19](=[O:20])(=[O:21])([OH:22])[OH:23]>>[F:1][C:2]([c:3]1[cH:4][cH:5][c:6]([C:9]([F:10])([F:11])[F:12])[cH:7][c:8]1[N+:16](=[O:15])[O-:17])([F:13])[F:14]. The reactants are FC(C1=C2C=CC=NC2=C(C=C1)OC)(F)F (5-trifluoromethyl-8-methoxyquinoline), Br (HBr). Solvent: C(C)(=O)O (acetic acid). Yields the product N1=CC=CC2=CC=CC=C12 (Quinoline). Yield: 29.2%. Reaction SMILES: FC(F)(F)[C:3]1[CH:12]=[CH:11][C:10](OC)=[C:9]2[C:4]=1[CH:5]=[CH:6][CH:7]=[N:8]2.Br>C(O)(=O)C>[N:8]1[C:9]2[C:4](=[CH:3][CH:12]=[CH:11][CH:10]=2)[CH:5]=[CH:6][CH:7]=1. Procedure: The 5-trifluoromethyl-8-methoxyquinoline 8.50 g was dissolved in 100 mL glacial acetic acid and added to 20 ml HBr in a 100 mL flask. The solution was heated to reflux for 20 hrs. The reaction mixture was allowed to come to room temperature. The reaction mixture was concentrated by removal of 55 mL of solvent under vacuum. The solution was then poured into 100 mL cold water and neutralized with 2N NaOH to pH 7.0. The resulting solution was extracted with 2×100 ml ether, dried with NaSO4, filtere... Starting materials: CCOC(=O)COc1ccccc1C(=O)Cn1c(=O)c2c(nc(N3CCCC(NC(=O)OC(C)(C)C)C3)n2CC=C(C)C)n(C)c1=O, ClCCl, O=C(O)C(F)(F)F. Product: CCOC(=O)COc1ccccc1C(=O)Cn1c(=O)c2c(nc(N3CCCC(N)C3)n2CC=C(C)C)n(C)c1=O. Reaction SMILES: [CH2:1]([CH3:2])[O:3][C:4](=[O:5])[CH2:6][O:7][c:8]1[c:9]([C:14]([CH2:15][n:16]2[c:17](=[O:18])[n:19]([CH3:46])[c:20]3[n:21][c:22]([N:32]4[CH2:33][CH:34]([NH:38][C:39]([O:40][C:41]([CH3:42])([CH3:43])[CH3:44])=[O:45])[CH2:35][CH2:36][CH2:37]4)[n:23]([CH2:27][CH:28]=[C:29]([CH3:30])[CH3:31])[c:24]3[c:25]2=[O:26])=[O:47])[cH:10][cH:11][cH:12][cH:13]1.[CH2:55]([Cl:56])[Cl:57].[OH:48][C:49]([C:50]([F:51])([F:52])[F:53])=[O:54]>>[CH2:1]([CH3:2])[O:3][C:4](=[O:5])[CH2:6][O:7][c:8]1[c:9]([C:14]([CH2:15][n:16]2[c:17](=[O:18])[n:19]([CH3:46])[c:20]3[n:21][c:22]([N:32]4[CH2:33][CH:34]([NH2:38])[CH2:35][CH2:36][CH2:37]4)[n:23]([CH2:27][CH:28]=[C:29]([CH3:30])[CH3:31])[c:24]3[c:25]2=[O:26])=[O:47])[cH:10][cH:11][cH:12][cH:13]1.